Dataset: the Open Reaction Database (ORD), a public repository of structured organic reaction records. Task: describe an organic reaction: reactants, conditions, products, and yield The reactants are Clc1nc(Br)[nH]c1Cl, C1CCOC1, C[Si](C)(C)CCOCCl, [H-], [Na+], [Na+], O=C([O-])O. The product is C[Si](C)(C)CCOCn1c(Br)nc(Cl)c1Cl. As a reaction SMILES: [Br:1][c:2]1[nH:3][c:4]([Cl:8])[c:5]([Cl:7])[n:6]1.[CH2:25]1[O:26][CH2:27][CH2:28][CH2:29]1.[Cl:11][CH2:12][O:13][CH2:14][CH2:15][Si:16]([CH3:17])([CH3:18])[CH3:19].[H-:10].[Na+:24].[Na+:9].[O-:20][C:21]([OH:22])=[O:23]>>[Br:1][c:2]1[n:3]([CH2:12][O:13][CH2:14][CH2:15][Si:16]([CH3:17])([CH3:18])[CH3:19])[c:4]([Cl:8])[c:5]([Cl:7])[n:6]1.